From a dataset of the Open Reaction Database (ORD), a public repository of structured organic reaction records. describe an organic reaction: reactants, conditions, products, and yield Starting materials: O=C([O-])[O-], Cc1nc2ccc(O)cc2s1, CN(C)C=O, O=C(Nc1cn2nc(I)ccc2n1)C1CC1, [K+], [K+]. The product is Cc1nc2ccc(Oc3ccc4nc(NC(=O)C5CC5)cn4n3)cc2s1. RXN SMILES: [C:28](=[O:29])([O-:30])[O-:31].[CH3:17][c:18]1[s:19][c:20]2[c:21]([n:22]1)[cH:23][cH:24][c:25]([OH:27])[cH:26]2.[CH3:34][N:35]([CH3:36])[CH:37]=[O:38].[I:1][c:2]1[cH:3][cH:4][c:5]2[n:6]([n:7]1)[cH:8][c:9]([NH:11][C:12](=[O:13])[CH:14]1[CH2:15][CH2:16]1)[n:10]2.[K+:32].[K+:33]>>[c:2]1([O:27][c:25]2[cH:24][cH:23][c:21]3[c:20]([s:19][c:18]([CH3:17])[n:22]3)[cH:26]2)[cH:3][cH:4][c:5]2[n:6]([n:7]1)[cH:8][c:9]([NH:11][C:12](=[O:13])[CH:14]1[CH2:15][CH2:16]1)[n:10]2. Reactants: CCOCC(=O)Cl, CN(C)C=O, CC1Cc2ccc(Cl)cc2CNC1=O, [H-], [Na+]. Product: CCOCC(=O)N1Cc2cc(Cl)ccc2CC(C)C1=O. Reaction SMILES: [CH2:17]([CH3:18])[O:19][CH2:20][C:21](=[O:22])[Cl:23].[CH3:24][N:25]([CH3:26])[CH:27]=[O:28].[Cl:3][c:4]1[cH:5][c:6]2[c:7]([cH:15][cH:16]1)[CH2:8][CH:9]([CH3:14])[C:10](=[O:13])[NH:11][CH2:12]2.[H-:1].[Na+:2]>>[Cl:3][c:4]1[cH:5][c:6]2[c:7]([cH:15][cH:16]1)[CH2:8][CH:9]([CH3:14])[C:10](=[O:13])[N:11]([C:21]([CH2:20][O:19][CH2:17][CH3:18])=[O:22])[CH2:12]2. Starting materials: O1CCOCC1 (Dioxan), ClCC(=O)[C-]1C=CC=C1.[CH-]1C=CC=C1.[Fe+2] (chloroacetylferrocene), C1(CCCC1)S (Cyclopentylmercaptan), [OH-].[Na+] (sodium hydroxide). Solvent: O (water), O (water). Yields the product C1(CCCC1)CC(=S)[C-]1C=CC=C1.[CH-]1C=CC=C1.[Fe+2] (Cyclopentylthioacetylferrocene). Yield: 8.7%. Reaction SMILES: [CH:1]1([SH:6])[CH2:5][CH2:4][CH2:3][CH2:2]1.[OH-].[Na+].O1CCOCC1.Cl[CH2:16][C:17]([C-:19]1[CH:23]=[CH:22][CH:21]=[CH:20]1)=O.[CH-:24]1[CH:28]=[CH:27][CH:26]=[CH:25]1.[Fe+2:29]>O>[CH:19]1([CH2:17][C:16]([C-:24]2[CH:28]=[CH:27][CH:26]=[CH:25]2)=[S:6])[CH2:23][CH2:22][CH2:21][CH2:20]1.[CH-:1]1[CH:5]=[CH:4][CH:3]=[CH:2]1.[Fe+2:29] |f:1.2,4.5.6,8.9.10|. Procedure details: Cyclopentylmercaptan (ca 1.5g, 0.015M) was added to a solution of sodium hydroxide (0.6g, 0.015M) in water (3 ml). Dioxan (45 ml) was added, followed by chloroacetylferrocene (3.9g, 0.015M), and the mixture was heated at 100° for 2 hours with stirring. On cooling, water was added to the reaction mixture which was then extracted with chloroform. The organic layer was washed with dilute sodium hydroxide and water before it was dried over anhydrous magnesium sulphate and evaporated to an oil on a r...